From a dataset of the Open Reaction Database (ORD), a public repository of structured organic reaction records. describe an organic reaction: reactants, conditions, products, and yield Reactants: aqueous solution, N1=C(C=[N+](C2=CC=CC=C12)[O-])O (2-quinoxalinol-4-oxide), [OH-].[Na+] (sodium hydroxide), O.NN (hydrazine hydrate). Reagents/catalysts: [Ni] (Raney nickel), [Ni] (nickel). Reaction conditions: time 5 hour. Yields the product N1=C(C=NC2=CC=CC=C12)O (2-quinoxalinol). The yield is 91.8%. Reaction SMILES: O.NN.[N:4]1[C:13]2[C:8](=[CH:9][CH:10]=[CH:11][CH:12]=2)[N+:7]([O-])=[CH:6][C:5]=1[OH:15].[OH-].[Na+]>[Ni]>[N:4]1[C:13]2[C:8](=[CH:9][CH:10]=[CH:11][CH:12]=2)[N:7]=[CH:6][C:5]=1[OH:15] |f:0.1,3.4|. Procedure: An aqueous Raney nickel paste (containing 0.5 g of metallic nickel) and 5.0 g of a 80% aqueous hydrazine hydrate solution were added dropwise to 200 g of an aqueous solution containing 16.2 g of 2-quinoxalinol-4-oxide and 8 g of sodium hydroxide at a temperature of 40° to 50° C., and the resulting mixture was stirred at 40° to 70° C. for 5 hr, whereby the reducing reaction was terminated. The catalyst was then recovered by filtration, and 35% hydrochloric acid was added dropwise to the filtrate ... The reactants are FC1=C(C=CC(=C1)C1NCCCC1)C=1OC2=C(N1)C=CC=C2C(=O)N (2-(2-fluoro-4-(piperidin-2-yl)phenyl)benzo[d]oxazole-7-carboxamide), C(CC)=O (propanal). Reagents/catalysts: [Pd] (Pd/C). Run in CO (methanol). The product is FC1=C(C=CC(=C1)C1N(CCCC1)CCC)C=1OC2=C(N1)C=CC=C2C(=O)N (2-(2-fluoro-4-(1-propylpiperidin-2-yl)phenyl)benzo[d]oxazole-7-carboxamide). Yield: 56.0%. RXN SMILES: [F:1][C:2]1[CH:7]=[C:6]([CH:8]2[CH2:13][CH2:12][CH2:11][CH2:10][NH:9]2)[CH:5]=[CH:4][C:3]=1[C:14]1[O:15][C:16]2[C:22]([C:23]([NH2:25])=[O:24])=[CH:21][CH:20]=[CH:19][C:17]=2[N:18]=1.[CH:26](=O)[CH2:27][CH3:28]>CO.[Pd]>[F:1][C:2]1[CH:7]=[C:6]([CH:8]2[CH2:13][CH2:12][CH2:11][CH2:10][N:9]2[CH2:26][CH2:27][CH3:28])[CH:5]=[CH:4][C:3]=1[C:14]1[O:15][C:16]2[C:22]([C:23]([NH2:25])=[O:24])=[CH:21][CH:20]=[CH:19][C:17]=2[N:18]=1. Procedure details: A solution of 2-(2-fluoro-4-(piperidin-2-yl)phenyl)benzo[d]oxazole-7-carboxamide (200 mg, 0.44 mmol), 10% Pd/C (100 mg) and propanal (10 ml, 4 mmol) in methanol (10 ml) was hydrogenated at room temperature for two days. The solution was filtered off and concentrated; the residue was purified by prep-HPLC to give 2-(2-fluoro-4-(1-propylpiperidin-2-yl)phenyl)benzo[d]oxazole-7-carboxamide (94 mg, yield 43%). 1H-NMR (400 MHz, CD3OD) δ (ppm): 0.80 (s, 3H), 1.60-1.77 (m, 3H), 1.97-2.13 (m, 5H), 2.86 (... The reactants are CCO, CCOC(=O)C=Cc1ccc(C)nc1. The product is CCOC(=O)CCc1ccc(C)nc1. RXN SMILES: [CH3:15][CH2:16][OH:17].[CH3:1][c:2]1[cH:3][cH:4][c:5]([CH:8]=[CH:9][C:10](=[O:11])[O:12][CH2:13][CH3:14])[cH:6][n:7]1>>[CH3:1][c:2]1[cH:3][cH:4][c:5]([CH2:8][CH2:9][C:10](=[O:11])[O:12][CH2:13][CH3:14])[cH:6][n:7]1. The reactants are CO (methanol), P(Cl)(Cl)(Cl)(Cl)Cl (Phosphorus pentachloride), O=C1O[C@@H](CC1)C=1CS[C@H]2N(C1C(=O)OC(C)(C)C)C([C@H]2NC(COC2=CC=CC=C2)=O)=O (t-butyl (6R,7R)-3-[(5S)-2-oxotetrahydrofuran-5-yl]-7-phenoxyacetamido-ceph-3-em-4-carboxylate), CN1CCOCC1 (N-methylmorpholine). Run in ClCCl (dichloromethane), ClCCl (dichloromethane), O (water). Run at temperature -15 celsius, time 0.75 hour. Product: N[C@H]1[C@@H]2N(C(=C(CS2)[C@@H]2CCC(O2)=O)C(=O)OC(C)(C)C)C1=O (t-Butyl (6R,7R)-7-amino-3-[(5S)-2-oxo-tetrahydrofuran-5-yl]ceph-3-em-4-carboxylate). The yield is 40.1%. RXN SMILES: P(Cl)(Cl)(Cl)(Cl)Cl.[O:7]=[C:8]1[CH2:12][CH2:11][C@@H:10]([C:13]2[CH2:14][S:15][C@@H:16]3[C@H:27]([NH:28]C(=O)COC4C=CC=CC=4)[C:26](=[O:39])[N:17]3[C:18]=2[C:19]([O:21][C:22]([CH3:25])([CH3:24])[CH3:23])=[O:20])[O:9]1.CN1CCOCC1.CO>ClCCl.O>[NH2:28][C@@H:27]1[C:26](=[O:39])[N:17]2[C:18]([C:19]([O:21][C:22]([CH3:23])([CH3:24])[CH3:25])=[O:20])=[C:13]([C@H:10]3[O:9][C:8](=[O:7])[CH2:12][CH2:11]3)[CH2:14][S:15][C@H:16]12. Procedure details: Phosphorus pentachloride (0.35 g,1.7 mmol) in dichloromethane (9 ml) was added to t-butyl (6R,7R)-3-[(5S)-2-oxotetrahydrofuran-5-yl]-7-phenoxyacetamido-ceph-3-em-4-carboxylate (0.526 g, 1.1 mmol) and N-methylmorpholine (0.24 ml, 2.2 mmol) in dichloromethane (15 ml) at <-20° C. The reaction was stirred at -15±5° C. for 0.75 h then methanol (3 ml) was added. Stirring was continued for 0.75 h without further cooling and then water (10 ml) was added and the mixture was stirred vigorously for 1 h. Th... RXN SMILES: [CH3:16][C:17](=[O:18])[OH:19].[CH:12](=[O:13])[CH:14]=[O:15].[ClH:1].[F:2][c:3]1[cH:4][cH:5][c:6]([NH:9][NH2:10])[cH:7][cH:8]1.[OH2:11]>>[F:2][c:3]1[cH:4][cH:5][c:6]([NH:9][N:10]=[CH:14][CH:12]=[O:13])[cH:7][cH:8]1. Product: O=CC=NNc1ccc(F)cc1. The reactants are CC(=O)O, O=CC=O, Cl, NNc1ccc(F)cc1, O. Reactants: NC=1C=C(C2=C(NC(=N2)NC(=O)C=2N=CC3=CC=CC=C3C2)C1)C(NC=1NC=CN1)=O (isoquinoline-3-carboxylic acid [6-amino-4-(1H-imidazol-2-ylcarbamoyl)-1H-benzoimidazol-2-yl]-amide), C1(=CC=CC=C1)S(=O)(=O)Cl (phenylsulfonyl chloride). The solvent is N1=CC=CC=C1 (pyridine), [Cl-].[Na+].O (Brine), C(Cl)Cl (DCM). Conditions: time 2 hour. Product: C1(=CC=CC=C1)S(=O)(=O)NC1=CC2=C(NC(=N2)NC(=O)C=2N=CC3=CC=CC=C3C2)C(=C1)C(NC=1NC=CN1)=O (isoquinoline-3-carboxylic acid [5-benzenesulfonylamino-7-(1H-imidazol-2-ylcarbamoyl)-1H-benzoimidazol-2-yl]-amide). Isolated yield 49.8%. As a reaction SMILES: [NH2:1][C:2]1[CH:3]=[C:4]([C:24](=[O:31])[NH:25][C:26]2[NH:27][CH:28]=[CH:29][N:30]=2)[C:5]2[N:9]=[C:8]([NH:10][C:11]([C:13]3[N:14]=[CH:15][C:16]4[C:21]([CH:22]=3)=[CH:20][CH:19]=[CH:18][CH:17]=4)=[O:12])[NH:7][C:6]=2[CH:23]=1.[C:32]1([S:38](Cl)(=[O:40])=[O:39])[CH:37]=[CH:36][CH:35]=[CH:34][CH:33]=1>N1C=CC=CC=1.C(Cl)Cl.[Cl-].[Na+].O>[C:32]1([S:38]([NH:1][C:2]2[CH:3]=[C:4]([C:24](=[O:31])[NH:25][C:26]3[NH:27][CH:28]=[CH:29][N:30]=3)[C:5]3[NH:9][C:8]([NH:10][C:11]([C:13]4[N:14]=[CH:15][C:16]5[C:21]([CH:22]=4)=[CH:20][CH:19]=[CH:18][CH:17]=5)=[O:12])=[N:7][C:6]=3[CH:23]=2)(=[O:40])=[O:39])[CH:37]=[CH:36][CH:35]=[CH:34][CH:33]=1 |f:4.5.6|. Procedure: 82 mg (0.2 mmol) of the isoquinoline-3-carboxylic acid [6-amino-4-(1H-imidazol-2-ylcarbamoyl)-1H-benzoimidazol-2-yl]-amide (See Example 130) was dissolve in pyridine (0.6 mL). To this stirred solution at 0° C., 0.2 mmol of phenylsulfonyl chloride in 0.2 mL of DCM was added in one portion. The reaction mixture was stirred at r.t. for 2 h. Brine (5 mL) was added and stirred for 10 min. The resulting solid was collected, washed with water (3×2 mL) and ethyl acetate (3×3 mL) and dried to give 55 mg ...